Dataset: the Open Reaction Database (ORD), a public repository of structured organic reaction records. Task: describe an organic reaction: reactants, conditions, products, and yield The reactants are ClC1=C(C=NC2=CC(=C(C=C12)OC)C=1C(=NOC1C)C)[N+](=O)[O-] (4-chloro-7-(3,5-dimethyl-4-isoxazolyl)-6-(methyloxy)-3-nitroquinoline), amine, ClC1=C(C=NC2=CC(=C(C=C12)OC)C=1C(=NOC1C)C)[N+](=O)[O-] (4-chloro-7-(3,5-dimethyl-4-isoxazolyl)-6-(methoxy)-3-nitroquinoline), CC=1SC(=C(N1)C)CN ([(2,4-dimethyl-1,3-thiazol-5-yl)methyl]amine). The solvent is C(C)#N (acetonitrile), O (water). Reaction conditions: temperature 80 celsius, time 8 hour. Yields the product CC1=NOC(=C1C1=C(C=C2C(=C(C=NC2=C1)[N+](=O)[O-])NCC1=C(N=C(S1)C)C)OC)C (7-(3,5-dimethyl-4-isoxazolyl)-N-[(2,4-dimethyl-1,3-thiazol-5-yl)methyl]-6-(methyloxy)-3-nitro-4-quinolinamine). As a reaction SMILES: Cl[C:2]1[C:11]2[C:6](=[CH:7][C:8]([C:14]3[C:15]([CH3:20])=[N:16][O:17][C:18]=3[CH3:19])=[C:9]([O:12][CH3:13])[CH:10]=2)[N:5]=[CH:4][C:3]=1[N+:21]([O-:23])=[O:22].[CH3:24][C:25]1[S:26][C:27]([CH2:31][NH2:32])=[C:28]([CH3:30])[N:29]=1>C(#N)C.O>[CH3:20][C:15]1[C:14]([C:8]2[CH:7]=[C:6]3[C:11]([C:2]([NH:32][CH2:31][C:27]4[S:26][C:25]([CH3:24])=[N:29][C:28]=4[CH3:30])=[C:3]([N+:21]([O-:23])=[O:22])[CH:4]=[N:5]3)=[CH:10][C:9]=2[O:12][CH3:13])=[C:18]([CH3:19])[O:17][N:16]=1. Procedure: To a solution of 4-chloro-7-(3,5-dimethyl-4-isoxazolyl)-6-(methyloxy)-3-nitroquinoline (for a preparation see Intermediate 18, 1.5 g) in acetonitrile was added [(2,4-dimethyl-1,3-thiazol-5-yl)methyl]amine (1.6 g) and the resulting mixture was stirred overnight at 80° C. Another portion of amine (0.64 g) was added and the mixture was stirred at 80° C. for 6 h. The reaction mixture was diluted with water, extracted with DCM and the organic phase were dried over Na2SO4, and concentrated to dryness ... The reactants are FC=1C=C2C(C(NC2=CC1)=O)=O (5-fluoroisatin), C(C)(=O)OC(C)=O (acetic anhydride), CN(C)C1=NC=CC=C1 (dimethylaminopyridine). The solvent is C1CCOC1 (THF). Conditions: time 1.25 hour. Product: N1(C(=O)C(=O)C2=CC=CC=C12)CCC(=O)N (isatin propionamide). As a reaction SMILES: F[C:2]1[CH:3]=[C:4]2[C:8](=[CH:9][CH:10]=1)[NH:7][C:6](=[O:11])[C:5]2=[O:12].C(OC(=O)C)(=[O:15])C.C[N:21]([C:23]1[CH:28]=[CH:27]C=CN=1)C>C1COCC1>[N:7]1([CH2:27][CH2:28][C:23]([NH2:21])=[O:15])[C:8]2[C:4](=[CH:3][CH:2]=[CH:10][CH:9]=2)[C:5](=[O:12])[C:6]1=[O:11]. Reported procedure: A mixture of 5-fluoroisatin (III, 0.803 g), acetic anhydride (0.546 g), dimethylaminopyridine (0.0059 g) and THF (25 ml) is stirred at 20°-25° for 1.25 hr. THF is then removed and dichloromethane is added. After standing, the crystals are collected and dried to give 5-fluoroisatin acetamide (IV). Reactants: CN1C=NC=C1 (1-methylimidazole), BrCCCCCCCCCCCCCCCCCCCCCC (1-bromodocosane). The solvent is C(C)#N (acetonitrile). Reaction conditions: temperature 85 celsius. Product: final product, [Br-].C(CCCCCCCCCCCCCCCCCCCCC)[N+]1=CN(C=C1)C (1-docosanyl-3-methylimidazolium bromide). As a reaction SMILES: [CH3:1][N:2]1[CH:6]=[CH:5][N:4]=[CH:3]1.[Br:7][CH2:8][CH2:9][CH2:10][CH2:11][CH2:12][CH2:13][CH2:14][CH2:15][CH2:16][CH2:17][CH2:18][CH2:19][CH2:20][CH2:21][CH2:22][CH2:23][CH2:24][CH2:25][CH2:26][CH2:27][CH2:28][CH3:29]>C(#N)C>[Br-:7].[CH2:8]([N+:4]1[CH:5]=[CH:6][N:2]([CH3:1])[CH:3]=1)[CH2:9][CH2:10][CH2:11][CH2:12][CH2:13][CH2:14][CH2:15][CH2:16][CH2:17][CH2:18][CH2:19][CH2:20][CH2:21][CH2:22][CH2:23][CH2:24][CH2:25][CH2:26][CH2:27][CH2:28][CH3:29] |f:3.4|. Procedure details: About 2 g (0.025 mol) of 1-methylimidazole and 10.7 g (0.026 mol) of 1-bromodocosane were dissolved into 20 mL of acetonitrile. The mixture was refluxed at 85° C. for 24 hours, and subsequently cooled down to room temperature. The resulting samples (cake like) were filtered and washed with ethyl ether three times. The final product: 1-docosanyl-3-methylimidazolium bromide was obtained as a white powder after being dried in a vacuum oven. The yield of this procedure was 81.4% with a melting point... Starting materials: OCC(O)CO (glycerol), C1(CCCO1)=O (γ-butyrolactone), C1=CC(=CC=C1CC2=CC=C(C=C2)N)N (4,4'-diaminodiphenyl methane), C1=CC(=CC=C1CC2=CC=C(C=C2)N=C=O)N=C=O (4,4'-diisocyanatodiphenylmethane), C(=O)=O (carbon dioxide), 4,4'-diisocyanatodiphenyl methane, COC(C1=CC=C(C(=O)OC)C=C1)=O (terephthalic acid dimethyl ester), N,N',N"-tris-hydroxyethyl triazolidine-3,5-dione, C1=CC2=C(C=C1C(=O)O)C(=O)OC2=O (trimellitic acid anhydride), COC(C1=CC=C(C(=O)OC)C=C1)=O (terephthalic acid dimethyl ester). The reagents and catalysts are C=1(C(=CC=CC1)C)C (xylene), C(C1=CC(C(=O)O)=CC=C1)(=O)O (isophthalic acid), C(C=1C(C(=O)O)=CC(C(=O)O)=CC1)(=O)O (trimellitic acid), N1CCNCC1 (piperazine), CCCC[O-].CCCC[O-].CCCC[O-].CCCC[O-].[Ti+4] (titanium tetrabutylate), C(C)(=O)[O-].[Pb+2].C(C)(=O)[O-] (lead acetate). Solvent: C1(=CC=CC=C1)C (toluene), C1(=CC=CC=C1)C (toluene), CO (methanol). Run at temperature 50 celsius, time 2 hour. Yields the product C(C1=CC=C(C(=O)O)C=C1)(=O)O (terephthalic acid), glycol. Isolated yield 4.5%. Reaction SMILES: C1C(CC2C=CC(N)=CC=2)=CC=C(N)C=1.C1(=O)OCCC1.C1C(CC2C=CC(N=C=O)=CC=2)=CC=C(N=C=O)C=1.[CH:41]1[C:46]([C:47]([OH:49])=[O:48])=[CH:45][C:44]2C([O:52][C:53](=[O:54])[C:43]=2[CH:42]=1)=O.COC(=O)C1C=CC(C(OC)=O)=CC=1.C(=O)=O.OCC(CO)O>CCCC[O-].CCCC[O-].CCCC[O-].CCCC[O-].[Ti+4].C(O)(=O)C1C=CC=C(C(O)=O)C=1.C(O)(=O)C1C(=CC(=CC=1)C(O)=O)C(O)=O.N1CCNCC1.C([O-])(=O)C.[Pb+2].C([O-])(=O)C.C1(C)C(C)=CC=CC=1.C1(C)C=CC=CC=1.CO>[C:53]([OH:54])(=[O:52])[C:43]1[CH:42]=[CH:41][C:46]([C:47]([OH:49])=[O:48])=[CH:45][CH:44]=1 |f:7.8.9.10.11,15.16.17|. Procedure: 4.8 g of isophthalic acid and 33.6 g of trimellitic acid are added at room temperature to 419 g of a solution of N,N'-bis-[methoxy carbonyl propyl-(2)-]-4,4'-diaminodiphenyl methane in a mixture of 36% by weight of γ-butyrolactone and 64% by weight of toluene (29.2% N), followed by the addition at 50° C. of 204 g of 4,4'-diisocyanatodiphenylmethane. After stirring for 2 hours at 50° C., another 87.4 g of 4,4'-diisocyanatodiphenyl methane and 0.6 g of endoethylene piperazine are added at 50° C., ... Starting materials: CCn1c(N2CCNCC2)c(C#N)c2ccc(C(F)(F)F)cc21, O=S(=O)(Cl)C1CC1, ClCCl, c1ccncc1. Yields the product CCn1c(N2CCN(S(=O)(=O)C3CC3)CC2)c(C#N)c2ccc(C(F)(F)F)cc21. RXN SMILES: [CH2:1]([CH3:2])[n:3]1[c:4]([N:18]2[CH2:19][CH2:20][NH:21][CH2:22][CH2:23]2)[c:5]([C:16]#[N:17])[c:6]2[cH:7][cH:8][c:9]([C:12]([F:13])([F:14])[F:15])[cH:10][c:11]12.[CH:30]1([S:33](=[O:34])(=[O:35])[Cl:36])[CH2:31][CH2:32]1.[Cl:37][CH2:38][Cl:39].[cH:24]1[cH:25][cH:26][n:27][cH:28][cH:29]1>>[CH2:1]([CH3:2])[n:3]1[c:4]([N:18]2[CH2:19][CH2:20][N:21]([S:33]([CH:30]3[CH2:31][CH2:32]3)(=[O:34])=[O:35])[CH2:22][CH2:23]2)[c:5]([C:16]#[N:17])[c:6]2[cH:7][cH:8][c:9]([C:12]([F:13])([F:14])[F:15])[cH:10][c:11]12. Reactants: C1(=CC=CC=C1)CC(=O)Cl (phenylacetyl chloride), C(C(=O)O)(=O)O (oxalic acid), C1(=CC=CC=C1)C=1CCN(CC1)CCCN1C(C2=CC=CC=C2C1O)=O (2-[3-(4-phenyl-1,2,3,6-tetrahydro-1pyridyl)propyl]-3-hydroxy-1-isoindolinone), [H-].[Na+] (sodium hydride), suspension. The solvent is C(C)C(=O)C (methyl ethyl ketone), C(C)C(=O)C (methyl ethyl ketone), CN(C=O)C (dimethylformamide), CN(C=O)C (dimethylformamide). Conditions: time 2 hour. Product: C(C(=O)O)(=O)O.C1(=CC=CC=C1)CC(=O)OC1N(C(C2=CC=CC=C12)=O)CCCN1CCC(=CC1)C1=CC=CC=C1 (3-phenylacetoxy-2-[3-(4-phenyl-1,2,3,6-tetrahydro-1pyridyl)propyl]-1-isoindolinone oxalate). The yield is 61.8%. As a reaction SMILES: [C:1]1([C:7]2[CH2:8][CH2:9][N:10]([CH2:13][CH2:14][CH2:15][N:16]3[CH:24]([OH:25])[C:23]4[C:18](=[CH:19][CH:20]=[CH:21][CH:22]=4)[C:17]3=[O:26])[CH2:11][CH:12]=2)[CH:6]=[CH:5][CH:4]=[CH:3][CH:2]=1.[H-].[Na+].[C:29]1([CH2:35][C:36](Cl)=[O:37])[CH:34]=[CH:33][CH:32]=[CH:31][CH:30]=1.[C:39]([OH:44])(=[O:43])[C:40]([OH:42])=[O:41]>CN(C)C=O.C(C(C)=O)C>[C:39]([OH:44])(=[O:43])[C:40]([OH:42])=[O:41].[C:29]1([CH2:35][C:36]([O:26][CH:17]2[C:18]3[C:23](=[CH:22][CH:21]=[CH:20][CH:19]=3)[C:24](=[O:25])[N:16]2[CH2:15][CH2:14][CH2:13][N:10]2[CH2:9][CH:8]=[C:7]([C:1]3[CH:6]=[CH:5][CH:4]=[CH:3][CH:2]=3)[CH2:12][CH2:11]2)=[O:37])[CH:34]=[CH:33][CH:32]=[CH:31][CH:30]=1 |f:1.2,7.8|. Procedure: A solution of 2-[3-(4-phenyl-1,2,3,6-tetrahydro-1pyridyl)propyl]-3-hydroxy-1-isoindolinone (7 g) in anhydrous dimethylformamide (75 cc) is added to a suspension of sodium hydride (as a 50% suspension in oil) (1 g) in anhydrous dimethylformamide (25 cc) at a temperature close to 20° C. in the course of 10 minutes and agitation is continued for 2 hours. Then, 3.5 g of phenylacetyl chloride is added in the course of 5 minutes, and agitation is continued for a further 20 hours. The suspension obtain... Product: O=C(COc1ccccc1)NC1C(=O)N(C(C(=O)OCc2ccc([N+](=O)[O-])cc2)=C(O)CBr)C1S. RXN SMILES: [Al+3:44].[CH3:48][OH:49].[CH:1]1([CH2:2][O:3][C:4](=[O:5])[S:8][CH:9]2[CH:10]([NH:32][C:33]([CH2:34][O:35][c:36]3[cH:37][cH:38][cH:39][cH:40][cH:41]3)=[O:42])[C:11](=[O:31])[N:12]2[C:13]([C:14](=[O:15])[O:16][CH2:17][c:18]2[cH:19][cH:20][c:21]([N+:24](=[O:25])[O-:26])[cH:22][cH:23]2)=[C:27]([CH2:28][Br:29])[OH:30])[CH2:6][CH2:7]1.[Cl-:43].[Cl-:45].[Cl-:46].[OH2:47]>>[SH:8][CH:9]1[CH:10]([NH:32][C:33]([CH2:34][O:35][c:36]2[cH:37][cH:38][cH:39][cH:40][cH:41]2)=[O:42])[C:11](=[O:31])[N:12]1[C:13]([C:14](=[O:15])[O:16][CH2:17][c:18]1[cH:19][cH:20][c:21]([N+:24](=[O:25])[O-:26])[cH:22][cH:23]1)=[C:27]([CH2:28][Br:29])[OH:30]. Starting materials: [Al+3], CO, O=C(COc1ccccc1)NC1C(=O)N(C(C(=O)OCc2ccc([N+](=O)[O-])cc2)=C(O)CBr)C1SC(=O)OCC1CC1, [Cl-], [Cl-], [Cl-], O. Reactants: ClCCCC (1-chlorobutane), NC=1N=C(C2=C(N1)OCC2)C (2-amino-5,6-dihydro-4-methylfuro[2,3-d]pyrimidine), ClC(=CCl)OC1=C(C=CC=C1)S(=O)(=O)N=C=O (2-(1,2-dichloroethen-1-yloxy)benzenesulfonyl isocyanate). Run in C(Cl)Cl (methylene chloride), C(Cl)Cl (methylene chloride). Run at time 8 hour. Yields the product ClC(=CCl)OC1=C(C=CC=C1)S(=O)(=O)NC(=O)NC=1N=C(C2=C(N1)OCC2)C (2-(1,2-Dichloroethen-1yloxy)-N-[(5,6-dihydro-4-methylfuro[2,3-d]pyrimidin-2-yl)aminocarbonyl]-benzenesulfonamide). RXN SMILES: [NH2:1][C:2]1[N:3]=[C:4]([CH3:11])[C:5]2[CH2:10][CH2:9][O:8][C:6]=2[N:7]=1.[Cl:12][C:13]([O:16][C:17]1[CH:22]=[CH:21][CH:20]=[CH:19][C:18]=1[S:23]([N:26]=[C:27]=[O:28])(=[O:25])=[O:24])=[CH:14][Cl:15].ClCCCC>C(Cl)Cl>[Cl:12][C:13]([O:16][C:17]1[CH:22]=[CH:21][CH:20]=[CH:19][C:18]=1[S:23]([NH:26][C:27]([NH:1][C:2]1[N:3]=[C:4]([CH3:11])[C:5]2[CH2:10][CH2:9][O:8][C:6]=2[N:7]=1)=[O:28])(=[O:24])=[O:25])=[CH:14][Cl:15]. Reported procedure: To 300 mg of 2-amino-5,6-dihydro-4-methylfuro[2,3-d]pyrimidine in 25 ml of methylene chloride was added 20 ml of 2-(1,2-dichloroethen-1-yloxy)benzenesulfonyl isocyanate in methylene chloride from the previous example. After heating to reflux, the mixture was stirred overnight at room temfperature. Removal of the solvent in vacuo yielded an amber oil. Trituration of this oil with 1-chlorobutane gave a tan solid. After filtration and washing with ethyl ether, a yield of 0.8 g of a tan solid meltin... Starting materials: ClC=1C2=C(N=CN1)N(C=C2I)C (4-chloro-5-iodo-7-methyl-7H-pyrrolo[2,3-d]pyrimidine), B(C1=CC2=CC=CC=C2C=C1)(O)O (naphthalen-2-yl-2-boronic acid), C(=O)([O-])[O-].[Na+].[Na+] (Na2CO3). Reagents/catalysts: C1=CC=C(C=C1)P([C-]2C=CC=C2)C3=CC=CC=C3.C1=CC=C(C=C1)P([C-]2C=CC=C2)C3=CC=CC=C3.Cl[Pd]Cl.[Fe+2] (PdCl2(dppf)). Run in C1CCOC1 (THF). Yields the product ClC=1C2=C(N=CN1)N(C=C2C2=CC1=CC=CC=C1C=C2)C (4-chloro-7-methyl-5-(naphthalen-2-yl)-7H-pyrrolo[2,3-d]pyrimidine). Isolated yield 26.2%. As a reaction SMILES: [Cl:1][C:2]1[C:3]2[C:10](I)=[CH:9][N:8]([CH3:12])[C:4]=2[N:5]=[CH:6][N:7]=1.B(O)(O)[C:14]1[CH:23]=[CH:22][C:21]2[C:16](=[CH:17][CH:18]=[CH:19][CH:20]=2)[CH:15]=1.C([O-])([O-])=O.[Na+].[Na+]>C1COCC1.C1C=CC(P(C2C=CC=CC=2)[C-]2C=CC=C2)=CC=1.C1C=CC(P(C2C=CC=CC=2)[C-]2C=CC=C2)=CC=1.Cl[Pd]Cl.[Fe+2]>[Cl:1][C:2]1[C:3]2[C:10]([C:14]3[CH:23]=[CH:22][C:21]4[C:16](=[CH:17][CH:18]=[CH:19][CH:20]=4)[CH:15]=3)=[CH:9][N:8]([CH3:12])[C:4]=2[N:5]=[CH:6][N:7]=1 |f:2.3.4,6.7.8.9|. Procedure details: A solution of 4-chloro-5-iodo-7-methyl-7H-pyrrolo[2,3-d]pyrimidine (19 mg, 0.065 mmol), naphthalen-2-yl-2-boronic acid (12.2 mg, 0.071 mmol), Na2CO3 (68.9 mg, 0.65 mmol) and PdCl2(dppf) (26.5 mg, 0.00325 mmol) in THF (3 mL) was heated to reflux overnight under an argon atmosphere. Reaction was concentrated in vacuo and purified by RP-HPLC (MeCN:H2O:0.1% TFA) to yield ZK102 (5 mg, 26% yield). ESI-MS (M+H)+ m/z calcd 294.1, found 294.3.